This data is from the Open Reaction Database (ORD), a public repository of structured organic reaction records. The task is: describe an organic reaction: reactants, conditions, products, and yield The reactants are CCOC(=O)CBr, O=C([O-])[O-], CN(C)C=O, COc1cc(C(C)=O)ccc1O, [K+], [K+], O. Product: CCOC(=O)COc1ccc(C(C)=O)cc1OC. As a reaction SMILES: [Br:18][CH2:19][C:20](=[O:21])[O:22][CH2:23][CH3:24].[C:25](=[O:26])([O-:27])[O-:28].[CH3:1][N:2]([CH3:3])[CH:4]=[O:5].[CH3:6][O:7][c:8]1[c:9]([OH:17])[cH:10][cH:11][c:12]([C:14]([CH3:15])=[O:16])[cH:13]1.[K+:29].[K+:30].[OH2:31]>>[CH3:6][O:7][c:8]1[c:9]([O:17][CH2:19][C:20](=[O:21])[O:22][CH2:23][CH3:24])[cH:10][cH:11][c:12]([C:14]([CH3:15])=[O:16])[cH:13]1. The reactants are C1CCOC1, CC(C)c1nnc2ccc(Sc3ccccc3CN=[N+]=[N-])cn12, O, c1ccc(P(c2ccccc2)c2ccccc2)cc1. Product: CC(C)c1nnc2ccc(Sc3ccccc3CN)cn12. Reaction SMILES: [CH2:43]1[O:44][CH2:45][CH2:46][CH2:47]1.[N:1](=[N+:2]=[N-:3])[CH2:4][c:5]1[c:6]([S:11][c:12]2[cH:13][cH:14][c:15]3[n:16]([cH:17]2)[c:18]([CH:21]([CH3:22])[CH3:23])[n:19][n:20]3)[cH:7][cH:8][cH:9][cH:10]1.[OH2:48].[c:24]1([P:25]([c:26]2[cH:27][cH:28][cH:29][cH:30][cH:31]2)[c:32]2[cH:33][cH:34][cH:35][cH:36][cH:37]2)[cH:38][cH:39][cH:40][cH:41][cH:42]1>>[NH2:1][CH2:4][c:5]1[c:6]([S:11][c:12]2[cH:13][cH:14][c:15]3[n:16]([cH:17]2)[c:18]([CH:21]([CH3:22])[CH3:23])[n:19][n:20]3)[cH:7][cH:8][cH:9][cH:10]1. Reactants: CO (MeOH), ClC1=C(C=CC=C1F)[C@@](CC(=O)OC(C)(C)C)(C)N[S@](=O)C(C)(C)C ((5)-tert-butyl 3-(2-chloro-3-fluorophenyl)-3-((R)-1,1-dimethylethylsulfinamido)butanoate), [BH4-].[Li+] (lithium borohydride). Solvent: O1CCCC1 (tetrahydrofuran), C1CCOC1 (THF). Reaction conditions: time 40 minute. Product: ClC1=C(C=CC=C1F)[C@](C)(CCO)N[S@](=O)C(C)(C)C ((R)-N-((S)-2-(2-chloro-3-fluorophenyl)-4-hydroxybutan-2-yl)-2-methylpropane-2-sulfinamide). The yield is 100.2%. Reaction SMILES: [Cl:1][C:2]1[C:7]([F:8])=[CH:6][CH:5]=[CH:4][C:3]=1[C@:9]([NH:19][S@@:20]([C:22]([CH3:25])([CH3:24])[CH3:23])=[O:21])([CH3:18])[CH2:10][C:11](OC(C)(C)C)=[O:12].[BH4-].[Li+].CO>O1CCCC1>[Cl:1][C:2]1[C:7]([F:8])=[CH:6][CH:5]=[CH:4][C:3]=1[C@@:9]([NH:19][S@@:20]([C:22]([CH3:25])([CH3:24])[CH3:23])=[O:21])([CH2:10][CH2:11][OH:12])[CH3:18] |f:1.2|. Procedure details: To a solution of (5)-tert-butyl 3-(2-chloro-3-fluorophenyl)-3-((R)-1,1-dimethylethylsulfinamido)butanoate (8.75 g, 22.33 mmol) in tetrahydrofuran (100 mL) was added lithium borohydride, 2.0M in THF (29.9 mL, 59.8 mmol) dropwise, followed by MeOH (7.05 mL, 174 mmol). The reaction was stirred for 40 min and was carefully quenched by the addition of saturated ammonium chloride (75 mL), followed by water (100 mL) and EtOAc. The separated organic phase was washed with brine, dried over sodium sulfate... Reactants: [K] (Potassium), COC1=CC2=C(NC(=N2)[S@@](=O)CC2=NC=C(C(=C2C)OC)C)C=C1 ((S)-5-Methoxy-2-[(3,5-dimethyl-4-methoxy-2-pyridyl) methylsulfinyl]1-H-benzimidazole), [Cl-].[Mg+2].[Cl-] (magnesium chloride). Solvent: O (water). Reaction conditions: temperature 25 celsius, time 1 hour. The product is CC=1C=NC(=C(C1OC)C)C[S+](C=2NC=3C=CC(=CC3N2)OC)[O-] (esomeprazole). The yield is 76.9%. As a reaction SMILES: [K].[CH3:2][O:3][C:4]1[CH:25]=[CH:24][C:7]2[NH:8][C:9]([S@:11]([CH2:13][C:14]3[C:19]([CH3:20])=[C:18]([O:21][CH3:22])[C:17]([CH3:23])=[CH:16][N:15]=3)=[O:12])=[N:10][C:6]=2[CH:5]=1.[Cl-].[Mg+2].[Cl-]>O>[CH3:23][C:17]1[CH:16]=[N:15][C:14]([CH2:13][S+:11]([O-:12])[C:9]2[NH:8][C:7]3[CH:24]=[CH:25][C:4]([O:3][CH3:2])=[CH:5][C:6]=3[N:10]=2)=[C:19]([CH3:20])[C:18]=1[O:21][CH3:22] |f:2.3.4,^1:0|. Procedure: Potassium salt of (S)-5-Methoxy-2-[(3,5-dimethyl-4-methoxy-2-pyridyl) methylsulfinyl]1-H-benzimidazole (Esomeprazole potassium) (5.2 gm) was dissolved in water (75 ml). To this solution, was added magnesium chloride solution (1.4 gm in 50 ml water), and then the contents were stirred for 1 hour at 25° C. The solid precipitated was filtered, washed with water and dried under vacuum for 12 hours at 40° C. to obtain 4.0 gm of esomeprazole magnessium dihydrate (enantiomeric excess: 99.7%). Reactants: triacetyl cellulose, C(Cl)Cl (methylene chloride), nitrocellulose, [Ag] (silver), mixture, C1(=CC=CC=C1)C (toluene), C(C)C(=O)C (methyl ethyl ketone), C(C)(=O)[O-] (acetate), C(C1=CC=C(C(=O)O)C=C1)(=O)O.C(C[*:2])[*:1] (polyethylene terephthalate). Reagents/catalysts: C(CCCCCCCCCCCCCCCCC)(=O)[O-].[Zn+2].C(CCCCCCCCCCCCCCCCC)(=O)[O-] (zinc stearate). The product is C(CCCCCCCCCCCCCCCCCCCCC)(=O)[O-].[Ag+] (silver behenate). As a reaction SMILES: C(Cl)Cl.[Ag:4].[C:5]1([CH3:11])[CH:10]=[CH:9][CH:8]=[CH:7][CH:6]=1.[CH2:12]([C:14]([CH3:16])=O)[CH3:13].[C:17]([O-:20])(=[O:19])[CH3:18]>C([O-])(=O)CCCCCCCCCCCCCCCCC.[Zn+2].C([O-])(=O)CCCCCCCCCCCCCCCCC>[C:17]([O-:20])(=[O:19])[CH2:18][CH2:13][CH2:12][CH2:14][CH2:16][CH2:13][CH2:12][CH2:14][CH2:16][CH2:7][CH2:6][CH2:5][CH2:10][CH2:9][CH2:6][CH2:7][CH2:8][CH2:9][CH2:10][CH2:5][CH3:11].[Ag+:4] |f:5.6.7,8.9|. Procedure details: A uniform dispersion was prepared by dispersing 3 g of zinc stearate, 15 g of triacetyl cellulose, and 500 ml of methylene chloride in a ball mill for 10 hours. One surface of a polyethylene terephthalate film was subjected to a corona discharging treatment, and the above-described dispersion was coated on the treated surface to form a backing layer of 0.5 μm in thickness. Then, on the opposite surface thereof was coated a coating liquid of 10 g of nitrocellulose dissolved in 300 ml of acetate a... Starting materials: CCOC(=O)Cl, CCOC(C)=O, CC(C)(C)OC(=O)NCCOCCO, c1ccncc1. Yields the product CCOC(=O)OCCOCCNC(=O)OC(C)(C)C. RXN SMILES: [C:21]([O:22][CH2:23][CH3:24])(=[O:25])[Cl:26].[CH3:27][CH2:28][O:29][C:30](=[O:31])[CH3:32].[OH:1][CH2:2][CH2:3][O:4][CH2:5][CH2:6][NH:7][C:8]([O:9][C:10]([CH3:11])([CH3:12])[CH3:13])=[O:14].[cH:15]1[cH:16][cH:17][n:18][cH:19][cH:20]1>>[O:1]([CH2:2][CH2:3][O:4][CH2:5][CH2:6][NH:7][C:8]([O:9][C:10]([CH3:11])([CH3:12])[CH3:13])=[O:14])[C:21]([O:22][CH2:23][CH3:24])=[O:25]. The reactants are OC(C(C)C)(C=1N=CN(C1)C(C1=CC=CC=C1)(C1=CC=CC=C1)C1=CC=CC=C1)C=1C=C2C=C(C(=CC2=CC1)C(=O)OC)C (Methyl 6-[1-hydroxy-2-methyl-1-(1-trityl-1H-imidazol-4-yl)propyl]-3-methyl-2-naphthoate), BrN1C(CCC1=O)=O (N-bromosuccinimide), N(=NC(C#N)(C)C)C(C#N)(C)C (2,2′-azobisisobutyronitrile). Run in C(Cl)(Cl)(Cl)Cl (carbon tetrachloride). Yields the product BrCC=1C(=CC2=CC=C(C=C2C1)C(C(C)C)(C=1N=CN(C1)C(C1=CC=CC=C1)(C1=CC=CC=C1)C1=CC=CC=C1)O)C(=O)OC (methyl 3-bromomethyl-6-[1-hydroxy-2-methyl-1-(1-trityl-1H-imidazol-4-yl)propyl]-2-naphthoate). The yield is 99.5%. As a reaction SMILES: [OH:1][C:2]([C:30]1[CH:31]=[C:32]2[C:37](=[CH:38][CH:39]=1)[CH:36]=[C:35]([C:40]([O:42][CH3:43])=[O:41])[C:34]([CH3:44])=[CH:33]2)([C:6]1[N:7]=[CH:8][N:9]([C:11]([C:24]2[CH:29]=[CH:28][CH:27]=[CH:26][CH:25]=2)([C:18]2[CH:23]=[CH:22][CH:21]=[CH:20][CH:19]=2)[C:12]2[CH:17]=[CH:16][CH:15]=[CH:14][CH:13]=2)[CH:10]=1)[CH:3]([CH3:5])[CH3:4].[Br:45]N1C(=O)CCC1=O.N(C(C)(C)C#N)=NC(C)(C)C#N>C(Cl)(Cl)(Cl)Cl>[Br:45][CH2:44][C:34]1[C:35]([C:40]([O:42][CH3:43])=[O:41])=[CH:36][C:37]2[C:32]([CH:33]=1)=[CH:31][C:30]([C:2]([OH:1])([C:6]1[N:7]=[CH:8][N:9]([C:11]([C:24]3[CH:29]=[CH:28][CH:27]=[CH:26][CH:25]=3)([C:18]3[CH:23]=[CH:22][CH:21]=[CH:20][CH:19]=3)[C:12]3[CH:17]=[CH:16][CH:15]=[CH:14][CH:13]=3)[CH:10]=1)[CH:3]([CH3:5])[CH3:4])=[CH:39][CH:38]=2. Procedure: Methyl 6-[1-hydroxy-2-methyl-1-(1-trityl-1H-imidazol-4-yl)propyl]-3-methyl-2-naphthoate (5.93 g) was suspended in carbon tetrachloride (150 ml) and N-bromosuccinimide (2.01 g) and 2,2′-azobisisobutyronitrile (0.17 g) were added. The reaction mixture was heated under reflux for 4 hrs. and the solvent was concentrated. The residue was diluted with saturated aqueous sodium hydrogen carbonate and extracted with ethyl acetate. The organic layer was washed with saturated brine, dried over anhydrous ma...